This data is from the Open Reaction Database (ORD), a public repository of structured organic reaction records. The task is: describe an organic reaction: reactants, conditions, products, and yield Reactants: BrC=1C=C(C(=C(C=O)C1)OCOCC[Si](C)(C)C)OC (5-bromo-3-methoxy-2-(2-trimethylsilanylethoxymethoxy)benzaldehyde), C1(=CC=C(C=C1)S(=O)(=O)C[N+]#[C-])C (p-toluenesulfonylmethyl isocyanide), o-potassiumcarbonate. The solvent is CO (methanol). Yields the product BrC=1C=C(C(=C(C1)C1=CN=CO1)OCOCC[Si](C)(C)C)OC (5-[5-Bromo-3-methoxy-2-(2-trimethylsilanylethoxymethoxy)-phenyl]oxazole). RXN SMILES: [Br:1][C:2]1[CH:3]=[C:4]([O:19][CH3:20])[C:5]([O:10][CH2:11][O:12][CH2:13][CH2:14][Si:15]([CH3:18])([CH3:17])[CH3:16])=[C:6]([CH:9]=1)[CH:7]=[O:8].C1(C)C=CC(S([CH2:30][N+:31]#[C-:32])(=O)=O)=CC=1>CO>[Br:1][C:2]1[CH:3]=[C:4]([O:19][CH3:20])[C:5]([O:10][CH2:11][O:12][CH2:13][CH2:14][Si:15]([CH3:16])([CH3:18])[CH3:17])=[C:6]([C:7]2[O:8][CH:32]=[N:31][CH:30]=2)[CH:9]=1. Procedure: 1 g of 5-bromo-3-methoxy-2-(2-trimethylsilanylethoxymethoxy)benzaldehyde and 0.54 g of p-toluenesulfonylmethyl isocyanide are dissolved in 40 ml of methanol, 0.38 g of o-potassiumcarbonate is added in portions, and the reaction mixture is heated to reflux for 18 h. The solvent is then distilled off, and the crude product is purified by silica gel chromatography (ethyl acetate/heptane). Starting materials: C(C)(=O)O (acetic acid), [BH4-].[Na+] (Sodium borohydride), CC(=O)C1=C(C=CC(=C1)Cl)O (5-chloro-2-hydroxyacetophenone), ice water. The solvent is CO (methanol). Run at time 0.5 hour. Product: ClC1=CC(=C(C=C1)O)C(C)O (4-chloro-2-(1-hydroxyethyl)phenol). Isolated yield 94.9%. As a reaction SMILES: [BH4-].[Na+].[CH3:3][C:4]([C:6]1[CH:11]=[C:10]([Cl:12])[CH:9]=[CH:8][C:7]=1[OH:13])=[O:5].C(O)(=O)C>CO>[Cl:12][C:10]1[CH:9]=[CH:8][C:7]([OH:13])=[C:6]([CH:4]([OH:5])[CH3:3])[CH:11]=1 |f:0.1|. Procedure details: Sodium borohydride (0.5 g) was added in small portions to a cooled solution of 5-chloro-2-hydroxyacetophenone (5 g) in methanol (50 ml). The solution was stirred at room temperature for 0.5 hr and was then poured into ice-water and acidified with dilute acetic acid. The product was extracted with ether, the ethereal solution was washed with water and then 5% aqueous sodium bicarbonate solution. The ethereal solution was dried (Na2SO4) and the solvent removed under reduced pressure. The colourles... Reactants: ClC(C(NC=O)NC)(Cl)Cl (1,1,1-trichloro-2-methylamino-2-formamidoethane), C(C)(=O)OC(C)=O (acetic anhydride). Yields the product ClC(C(N(C(C)=O)C)NC=O)(Cl)Cl (1,1,1-trichloro-2-formamido-2-(N-methylacetamido)ethane). RXN SMILES: [Cl:1][C:2]([Cl:10])([Cl:9])[CH:3]([NH:7][CH3:8])[NH:4][CH:5]=[O:6].C(O[C:15](=[O:17])[CH3:16])(=O)C>>[Cl:1][C:2]([Cl:10])([Cl:9])[CH:3]([NH:4][CH:5]=[O:6])[N:7]([CH3:8])[C:15](=[O:17])[CH3:16]. Procedure details: A mixture of 1,1,1-trichloro-2-methylamino-2-formamidoethane (6.85g) and acetic anhydride (17ml) was heated on a water bath for 11/2 hours. The reaction mixture was concentrated to give a oily residue which was triturated with water. The solid formed was collected, washed with water and dried (3.6g). Recrystallisation from benzene gave pure 1,1,1-trichloro-2-formamido-2-(N-methylacetamido)ethane (3.2g, m.p. 126-8) Reactants: CON(C(=O)C1=CN(C2=CC=CC=C2C1=O)CC1=CC(=CC=C1)Cl)C (1-(3-chloro-benzyl)-4-oxo-1,4-dihydro-quinoline-3-carboxylic acid methoxy-methyl-amide), white powder, C(C)C1=NC=C(C=C1)I (2-ethyl-5-iodo-pyridine), C(C)(C)[Mg]Cl (isopropylmagnesium chloride). The solvent is C1CCOC1 (THF), C1CCOC1 (THF). The product is ClC=1C=C(CN2C=C(C(C3=CC=CC=C23)=O)C(=O)C=2C=NC(=CC2)CC)C=CC1 (1-(3-Chloro-benzyl)-3-(6-ethyl-pyridine-3-carbonyl)-1H-quinolin-4-one). As a reaction SMILES: CON(C)[C:4]([C:6]1[C:15](=[O:16])[C:14]2[C:9](=[CH:10][CH:11]=[CH:12][CH:13]=2)[N:8]([CH2:17][C:18]2[CH:23]=[CH:22][CH:21]=[C:20]([Cl:24])[CH:19]=2)[CH:7]=1)=[O:5].[CH2:26]([C:28]1[CH:33]=[CH:32][C:31](I)=[CH:30][N:29]=1)[CH3:27].C([Mg]Cl)(C)C>C1COCC1>[Cl:24][C:20]1[CH:19]=[C:18]([CH:23]=[CH:22][CH:21]=1)[CH2:17][N:8]1[C:9]2[C:14](=[CH:13][CH:12]=[CH:11][CH:10]=2)[C:15](=[O:16])[C:6]([C:4]([C:31]2[CH:30]=[N:29][C:28]([CH2:26][CH3:27])=[CH:33][CH:32]=2)=[O:5])=[CH:7]1. Procedure: Experimental conditions analogous to those described for Step 6 of Example 60, from 300 mg (0.84 mmol) of 1-(3-chloro-benzyl)-4-oxo-1,4-dihydro-quinoline-3-carboxylic acid methoxy-methyl-amide in 2 mL THF and 433 mg (1.86 mmol) of 2-ethyl-5-iodo-pyridine in 2 mL THF with 0.97 mL 2M isopropylmagnesium chloride. Yield: 127 mg of a white powder. LC-MSD, m/z for C24H19ClN2O2 [M+H]+=403.1, 405.1; HPLC retention time: 1.8 min. The reactants are CCO, CCOC(=O)c1ccc(NCCOc2ccc(Cl)cc2Cl)cc1, Cl, [K+], [OH-], O. Product: O=C(O)c1ccc(NCCOc2ccc(Cl)cc2Cl)cc1. RXN SMILES: [CH3:26][CH2:27][OH:28].[Cl:1][c:2]1[c:3]([O:4][CH2:5][CH2:6][NH:7][c:8]2[cH:9][cH:10][c:11]([C:12](=[O:13])[O:14][CH2:15][CH3:16])[cH:17][cH:18]2)[cH:19][cH:20][c:21]([Cl:23])[cH:22]1.[ClH:29].[K+:25].[OH-:24].[OH2:30]>>[Cl:1][c:2]1[c:3]([O:4][CH2:5][CH2:6][NH:7][c:8]2[cH:9][cH:10][c:11]([C:12](=[O:13])[OH:14])[cH:17][cH:18]2)[cH:19][cH:20][c:21]([Cl:23])[cH:22]1.